This data is from the Open Reaction Database (ORD), a public repository of structured organic reaction records. The task is: describe an organic reaction: reactants, conditions, products, and yield Starting materials: CS(=O)(=O)OC(C1=C(C=CC=C1)OC)C=1C=NC(=CC1)NC(=O)C1(CC1)C1=CC2=C(OCO2)C=C1 ((6-(1-(benzo[d][1,3]dioxol-5-yl)cyclopropanecarboxamido)pyridin-3-yl)(2-methoxyphenyl)methyl methanesulfonate), N1C(CCC1)C(=O)N (pyrrolidine-2-carboxamide), O1COC2=C1C=CC(=C2)C2(CC2)C(=O)NC2=NC=C(C=C2)C(C2=C(C=CC=C2)OC)N(C)C (1-(benzo[d][1,3]dioxol-5-yl)-N-(5-((dimethylamino)(2-methoxyphenyl)methyl)pyridin-2-yl)cyclopropanecarboxamide). Yields the product O1COC2=C1C=CC(=C2)C2(CC2)C(=O)NC2=CC=C(C=N2)C(N2C(CCC2)C(=O)N)C2=C(C=CC=C2)OC (1-((6-(1-(Benzo[d][1,3]dioxol-5-yl)cyclopropanecarboxamido)pyridin-3-yl)(2-methoxyphenyl)methyl)pyrrolidine-2-carboxamide). Reaction SMILES: CS(O[CH:6]([C:15]1[CH:16]=[N:17][C:18]([NH:21][C:22]([C:24]2([C:27]3[CH:35]=[CH:34][C:30]4[O:31][CH2:32][O:33][C:29]=4[CH:28]=3)[CH2:26][CH2:25]2)=[O:23])=[CH:19][CH:20]=1)[C:7]1[CH:12]=[CH:11][CH:10]=[CH:9][C:8]=1[O:13][CH3:14])(=O)=O.[NH:36]1[CH2:40][CH2:39][CH2:38][CH:37]1[C:41]([NH2:43])=[O:42].O1C2C=CC(C3(C(NC4C=CC(C(N(C)C)C5C=CC=CC=5OC)=CN=4)=O)CC3)=CC=2OC1>>[O:31]1[C:30]2[CH:34]=[CH:35][C:27]([C:24]3([C:22]([NH:21][C:18]4[N:17]=[CH:16][C:15]([CH:6]([C:7]5[CH:12]=[CH:11][CH:10]=[CH:9][C:8]=5[O:13][CH3:14])[N:36]5[CH2:40][CH2:39][CH2:38][CH:37]5[C:41]([NH2:43])=[O:42])=[CH:20][CH:19]=4)=[O:23])[CH2:25][CH2:26]3)=[CH:28][C:29]=2[O:33][CH2:32]1. Reported procedure: 1-((6-(1-(Benzo[d][1,3]dioxol-5-yl)cyclopropanecarboxamido)pyridin-3-yl)(2-methoxyphenyl)methyl)pyrrolidine-2-carboxamide was prepared from (6-(1-(benzo[d][1,3]dioxol-5-yl)cyclopropanecarboxamido)pyridin-3-yl)(2-methoxyphenyl)methyl methanesulfonate and pyrrolidine-2-carboxamide in a manner analogous to that of 1-(benzo[d][1,3]dioxol-5-yl)-N-(5-((dimethylamino)(2-methoxyphenyl)methyl)pyridin-2-yl)cyclopropanecarboxamide. The reactants are Cl (hydrochloric acid), BrC=1C=CC=C2C=CC=NC12 (8-Bromoquinoline), [Li]CCCC (n-BuLi), C1(CCC2=CC=CC=C12)=O (1-indanone). Run in C1CCOC1 (THF), C1CCOC1 (THF). Reaction conditions: temperature -100 celsius, time 15 minute. Yields the product N1=CC=CC2=CC=CC(=C12)C1(CCC2=CC=CC=C12)O (1-(8-quinolyl)-indan-1-ol). As a reaction SMILES: Br[C:2]1[CH:3]=[CH:4][CH:5]=[C:6]2[C:11]=1[N:10]=[CH:9][CH:8]=[CH:7]2.[Li]CCCC.[C:17]1(=[O:26])[C:25]2[C:20](=[CH:21][CH:22]=[CH:23][CH:24]=2)[CH2:19][CH2:18]1.Cl>C1COCC1>[N:10]1[C:11]2[C:6](=[CH:5][CH:4]=[CH:3][C:2]=2[C:17]2([OH:26])[C:25]3[C:20](=[CH:21][CH:22]=[CH:23][CH:24]=3)[CH2:19][CH2:18]2)[CH:7]=[CH:8][CH:9]=1. Reported procedure: 8-Bromoquinoline (10.4 g, 50 mmol) was introduced into 100 ml of THF, and the mixture was cooled to about −100° C. 20 ml of n-BuLi (2.5 M in hexane, 50 mmol) were added dropwise, during which the internal temperature was kept below −80° C. When the addition was complete, the mixture was stirred at −80° C. for a further 15 minutes, and 6.6 g of 1-indanone (50 mmol), dissolved in 30 ml of THF, were then added dropwise. The reaction mixture was then allowed to warm slowly to room temperature, and w... The reactants are C(CCC)[Li] (n-butyllithium), CP(OCC)(OCC)=O (diethyl methylphosphonate), C1(=CC=CC=C1)CO[C@H](C(=O)O)[C@H](OCC1=CC=CC=C1)[C@H](O)COCC1=CC=CC=C1 (2,3,5-tris-O-(phenylmethyl)-D-arabinonic acid), qamma-lactone. Run in CCCCCC (hexane), O1CCCC1 (tetrahydrofuran), O1CCCC1 (tetrahydrofuran), O1CCCC1 (tetrahydrofuran). Run at temperature 0 celsius, time 15 minute. Product: C(C)OP(=O)(CC1(O)[C@@H](OCC2=CC=CC=C2)[C@H](OCC2=CC=CC=C2)[C@H](O1)COCC1=CC=CC=C1)OCC (1-Deoxy-1-(diethoxyphosphinyl)-3,4,6-tris-O-(phenylmethyl)-D-fructofuranose). RXN SMILES: C([Li])CCC.[CH3:6][P:7](=[O:14])([O:11][CH2:12][CH3:13])[O:8][CH2:9][CH3:10].[C:15]1([CH2:21][O:22][C@@H:23]([C@@H:27]([C@@H:36]([CH2:38][O:39][CH2:40][C:41]2[CH:46]=[CH:45][CH:44]=[CH:43][CH:42]=2)O)[O:28][CH2:29][C:30]2[CH:35]=[CH:34][CH:33]=[CH:32][CH:31]=2)[C:24]([OH:26])=[O:25])[CH:20]=[CH:19][CH:18]=[CH:17][CH:16]=1>CCCCCC.O1CCCC1>[CH2:9]([O:8][P:7]([O:11][CH2:12][CH3:13])([CH2:6][C:24]1([O:26][C@H:36]([CH2:38][O:39][CH2:40][C:41]2[CH:42]=[CH:43][CH:44]=[CH:45][CH:46]=2)[C@@H:27]([O:28][CH2:29][C:30]2[CH:35]=[CH:34][CH:33]=[CH:32][CH:31]=2)[C@@H:23]1[O:22][CH2:21][C:15]1[CH:16]=[CH:17][CH:18]=[CH:19][CH:20]=1)[OH:25])=[O:14])[CH3:10]. Reported procedure: To a stirred solution of 15.6 ml of 1.6M n-butyllithium in hexane and 20 ml of tetrahydrofuran at -78° C., was added a solution of 3.80 g of diethyl methylphosphonate in 10 ml of tetrahydrofuran during 10 minutes. After 15 minutes at -78° C., a solution of 4.18 g of 2,3,5-tris-O-(phenylmethyl)-D-arabinonic acid, qamma-lactone [Y. Rabinsohn & H. G. Fletcher, J. Org. Chem., 32, 3452-3457 (1967)] in 15 ml of tetrahydrofuran was added during 5 minutes. After 30 minutes at -78° C. the solution was wa... The reactants are C(C1=CC=CC=C1)N1CCC2(CC1)CCCC1=CC=CC=C12 (1′-benzyl-3,4-dihydro-2H-spiro[naphthalene-1,4′-piperidine]), C(=O)[O-].[NH4+] (ammonium formate). Reagents/catalysts: [Pd] (Pd/C). The solvent is CO (MeOH). Reaction conditions: time 24 hour. The product is N1CCC2(CC1)CCCC1=CC=CC=C12 (3,4-dihydro-2H-spiro[naphthalene-1,4′-piperidine]). RXN SMILES: C([N:8]1[CH2:13][CH2:12][C:11]2([C:22]3[C:17](=[CH:18][CH:19]=[CH:20][CH:21]=3)[CH2:16][CH2:15][CH2:14]2)[CH2:10][CH2:9]1)C1C=CC=CC=1.C([O-])=O.[NH4+]>CO.[Pd]>[NH:8]1[CH2:13][CH2:12][C:11]2([C:22]3[C:17](=[CH:18][CH:19]=[CH:20][CH:21]=3)[CH2:16][CH2:15][CH2:14]2)[CH2:10][CH2:9]1 |f:1.2|. Procedure: A suspension of 1′-benzyl-3,4-dihydro-2H-spiro[naphthalene-1,4′-piperidine] 17a (1.7 g, 5.8 mmol), 10% Pd/C (1 g), and ammonium formate (4.8 g, 76 mmol) in MeOH (50 ml) was stirred under N2 for 24 hours. The mixture was filtered through Celite, and the filtrate was concentrated. The filtrate was dissolved in CH2Cl2, washed with diluted NaOH, and the aqueous phase was re-extracted with CH2Cl2. The combined organic phase was dried (Na2SO4) and concentrated to give 3,4-dihydro-2H-spiro[naphthalene-... Starting materials: [BH4-], NC1CCN(C(=O)c2cc(Cl)cc(Cl)c2)C(Cc2ccccc2)C1, COc1ccccc1C=O, Cc1ccccc1, CO, [Mg+2], [Na+], O=S(=O)([O-])[O-]. Yields the product COc1ccccc1CNC1CCN(C(=O)c2cc(Cl)cc(Cl)c2)C(Cc2ccccc2)C1. Reaction SMILES: [BH4-:41].[CH2:1]([c:2]1[cH:3][cH:4][cH:5][cH:6][cH:7]1)[CH:8]1[N:9]([C:15]([c:16]2[cH:17][c:18]([Cl:23])[cH:19][c:20]([Cl:22])[cH:21]2)=[O:24])[CH2:10][CH2:11][CH:12]([NH2:14])[CH2:13]1.[CH3:25][O:26][c:27]1[c:28]([CH:29]=[O:30])[cH:31][cH:32][cH:33][cH:34]1.[CH3:43][c:44]1[cH:45][cH:46][cH:47][cH:48][cH:49]1.[CH3:50][OH:51].[Mg+2:35].[Na+:42].[O-:36][S:37](=[O:38])(=[O:39])[O-:40]>>[CH2:1]([c:2]1[cH:3][cH:4][cH:5][cH:6][cH:7]1)[CH:8]1[N:9]([C:15]([c:16]2[cH:17][c:18]([Cl:23])[cH:19][c:20]([Cl:22])[cH:21]2)=[O:24])[CH2:10][CH2:11][CH:12]([NH:14][CH2:29][c:28]2[c:27]([O:26][CH3:25])[cH:34][cH:33][cH:32][cH:31]2)[CH2:13]1. Solvent: C=1C=C(C=CC1C)C. Reported procedure: Ligand 3f: A mixture of ortho- and meta-borylated products (130 mg, 79% yield, ortho/meta + para = 6.7); ortho-borylated product 4o was obtained by further purification by GPC (96 mg, 59% yield), colorless oil; The reactants are BrC1=CC=CC(SC)=C1. Reaction conditions: temperature 55 celsius, time 24 hour. Reagents/catalysts: O1B(OC(C)(C)C1(C)C)B2OC(C)(C)C(O2)(C)C, FC(F)(F)C1OB(OC1)C=2C=CC=CC2C=3C=NC(=CC3)C4=NC=CC=C4, C[OH2+].C[OH2+].C1CC=CCCC=C1.C1CC=CCCC=C1.[Ir].[Ir]. The yield is 10.0%. Product: BrC1=CC=C(B2OC(C)(C)C(O2)(C)C)C(SC)=C1, BrC=1C=C(SC)C=C(C1)B2OC(C)(C)C(O2)(C)C. Starting materials: Cc1ccccc1-c1nc(C(=O)O)c(CCC23CC4CC(CC(C4)C2)C3)[nH]1, Nc1cccc(C(=O)NS(=O)(=O)c2ccccc2)c1. Yields the product Cc1ccccc1-c1nc(C(=O)Nc2cccc(C(=O)NS(=O)(=O)c3ccccc3)c2)c(CCC23CC4CC(CC(C4)C2)C3)[nH]1. Reaction SMILES: [C:1]12([CH2:11][CH2:12][c:13]3[c:14]([C:25](=[O:26])[OH:27])[n:15][c:16](-[c:18]4[c:19]([CH3:24])[cH:20][cH:21][cH:22][cH:23]4)[nH:17]3)[CH2:2][CH:3]3[CH2:4][CH:5]([CH2:6][CH:7]([CH2:8]1)[CH2:9]3)[CH2:10]2.[NH2:28][c:29]1[cH:30][c:31]([C:32](=[O:33])[NH:34][S:35](=[O:36])(=[O:37])[c:38]2[cH:39][cH:40][cH:41][cH:42][cH:43]2)[cH:44][cH:45][cH:46]1>>[C:1]12([CH2:11][CH2:12][c:13]3[c:14]([C:25](=[O:26])[NH:28][c:29]4[cH:30][c:31]([C:32](=[O:33])[NH:34][S:35](=[O:36])(=[O:37])[c:38]5[cH:39][cH:40][cH:41][cH:42][cH:43]5)[cH:44][cH:45][cH:46]4)[n:15][c:16](-[c:18]4[c:19]([CH3:24])[cH:20][cH:21][cH:22][cH:23]4)[nH:17]3)[CH2:2][CH:3]3[CH2:4][CH:5]([CH2:6][CH:7]([CH2:8]1)[CH2:9]3)[CH2:10]2. Reactants: C(C1=CC=CC=C1)[C@@H](C(NCCC=O)=O)NC(OCC1=CC=CC=C1)=O (benzyl (1S)-1-benzyl-2-oxo-2-[(3-oxopropyl)amino]ethylcarbamate), N[C@H](C(=O)OC(C)(C)C)[C@@H](O)[C@H]1O[C@H]([C@@H]([C@@H]1O[Si](C)(C)C(C)(C)C)O[Si](C)(C)C(C)(C)C)N1C(N(C(C=C1)=O)CC1=CC=C(C=C1)OC)=O (tert-butyl (2S,3R)-2-amino-3-[(2R,3R,4R,5R)-3,4-bis{[tert-butyl-(dimethyl)silyl]oxy}-5-(3-(4-methoxybenzyl)-2,4-dioxo-3,4-dihydro-1(2H)-pyrimidinyl)-tetrahydro-2-furanyl]-3-hydroxypropanoate), C(C)(=O)O[BH-](OC(C)=O)OC(C)=O.[Na+] (sodium triacetoxyborohydride). The reagents and catalysts are C(C)(=O)O (acetic acid). The solvent is O1CCCC1 (tetrahydrofuran). The product is C(C1=CC=CC=C1)[C@H](NC(OCC1=CC=CC=C1)=O)C(NCCCN[C@H](C(=O)OC(C)(C)C)[C@@H](O)C1O[C@H]([C@@H]([C@@H]1O[Si](C)(C)C(C)(C)C)O[Si](C)(C)C(C)(C)C)N1C(N(C(C=C1)=O)CC1=CC=C(C=C1)OC)=O)=O (tert-butyl (5S,12S)-5-benzyl-12-[(R)-[(3R,4R,5R)-3,4-bis{[tertbutyl(dimethyl)silyl]oxy}-5-(3-(4-methoxybenzyl)-2,4-dioxo-3,4-dihydro-1(2H)-pyrimidinyl)tetrahydro-2-furanyl](hydroxy)methyl]-3,6-dioxo-1-phenyl-2-oxa-4,7,11-triazatridecan-13-oate). Isolated yield 21.0%. Reaction SMILES: [CH2:1]([C@H:8]([NH:16][C:17](=[O:26])[O:18][CH2:19][C:20]1[CH:25]=[CH:24][CH:23]=[CH:22][CH:21]=1)[C:9](=[O:15])[NH:10][CH2:11][CH2:12][CH:13]=O)[C:2]1[CH:7]=[CH:6][CH:5]=[CH:4][CH:3]=1.[NH2:27][C@@H:28]([C@H:36]([C@@H:38]1[C@@H:42]([O:43][Si:44]([C:47]([CH3:50])([CH3:49])[CH3:48])([CH3:46])[CH3:45])[C@@H:41]([O:51][Si:52]([C:55]([CH3:58])([CH3:57])[CH3:56])([CH3:54])[CH3:53])[C@H:40]([N:59]2[CH:64]=[CH:63][C:62](=[O:65])[N:61]([CH2:66][C:67]3[CH:72]=[CH:71][C:70]([O:73][CH3:74])=[CH:69][CH:68]=3)[C:60]2=[O:75])[O:39]1)[OH:37])[C:29]([O:31][C:32]([CH3:35])([CH3:34])[CH3:33])=[O:30].C(O[BH-](OC(=O)C)OC(=O)C)(=O)C.[Na+]>C(O)(=O)C.O1CCCC1>[CH2:1]([C@@H:8]([C:9](=[O:15])[NH:10][CH2:11][CH2:12][CH2:13][NH:27][C@@H:28]([C@H:36]([CH:38]1[C@@H:42]([O:43][Si:44]([C:47]([CH3:48])([CH3:49])[CH3:50])([CH3:46])[CH3:45])[C@@H:41]([O:51][Si:52]([C:55]([CH3:58])([CH3:57])[CH3:56])([CH3:53])[CH3:54])[C@H:40]([N:59]2[CH:64]=[CH:63][C:62](=[O:65])[N:61]([CH2:66][C:67]3[CH:72]=[CH:71][C:70]([O:73][CH3:74])=[CH:69][CH:68]=3)[C:60]2=[O:75])[O:39]1)[OH:37])[C:29]([O:31][C:32]([CH3:34])([CH3:33])[CH3:35])=[O:30])[NH:16][C:17](=[O:26])[O:18][CH2:19][C:20]1[CH:25]=[CH:24][CH:23]=[CH:22][CH:21]=1)[C:2]1[CH:7]=[CH:6][CH:5]=[CH:4][CH:3]=1 |f:2.3|. Reported procedure: By using an analogous procedure to that described for Example 1, a solution of benzyl (1S)-1-benzyl-2-oxo-2-[(3-oxopropyl)amino]ethylcarbamate (61 mg, 0.173 mmol, obtained from Reference Example 22), tert-butyl (2S,3R)-2-amino-3-[(2R,3R,4R,5R)-3,4-bis{[tert-butyl-(dimethyl)silyl]oxy}-5-(3-(4-methoxybenzyl)-2,4-dioxo-3,4-dihydro-1(2H)-pyrimidinyl)-tetrahydro-2-furanyl]-3-hydroxypropanoate (100 mg, 0.139 mmol, obtained from Reference Example 6), acetic acid (1 drop), and sodium triacetoxyborohydri...